From a dataset of the Open Reaction Database (ORD), a public repository of structured organic reaction records. describe an organic reaction: reactants, conditions, products, and yield Starting materials: FC1=C(C(=CC=C1)OC)C1N(C(C(C1C(=O)OCC)=O)=O)CC1=CC=C(C=C1)OC(F)(F)F (ethyl 2-(2-fluoro-6-methoxyphenyl)-4,5-dioxo-1-(4-(trifluoromethoxy)benzyl)pyrrolidine-3-carboxylate), Cl (hydrochloric acid), C(Cl)Cl (DCM), C(=O)(O)[O-].[Na+] (NaHCO3). Solvent: O1CCOCC1 (dioxane). Product: FC1=C(C(=CC=C1)OC)C1CC(C(N1CC1=CC=C(C=C1)OC(F)(F)F)=O)=O (5-(2-fluoro-6-methoxyphenyl)-1-(4-(trifluoromethoxy)benzyl)pyrrolidine-2,3-dione). RXN SMILES: [F:1][C:2]1[CH:7]=[CH:6][CH:5]=[C:4]([O:8][CH3:9])[C:3]=1[CH:10]1[CH:14](C(OCC)=O)[C:13](=[O:20])[C:12](=[O:21])[N:11]1[CH2:22][C:23]1[CH:28]=[CH:27][C:26]([O:29][C:30]([F:33])([F:32])[F:31])=[CH:25][CH:24]=1.Cl.C(Cl)Cl.C([O-])(O)=O.[Na+]>O1CCOCC1>[F:1][C:2]1[CH:7]=[CH:6][CH:5]=[C:4]([O:8][CH3:9])[C:3]=1[CH:10]1[N:11]([CH2:22][C:23]2[CH:24]=[CH:25][C:26]([O:29][C:30]([F:33])([F:32])[F:31])=[CH:27][CH:28]=2)[C:12](=[O:21])[C:13](=[O:20])[CH2:14]1 |f:3.4|. Reported procedure: A solution of ethyl 2-(2-fluoro-6-methoxyphenyl)-4,5-dioxo-1-(4-(trifluoromethoxy)benzyl)pyrrolidine-3-carboxylate (2.937 g; 6.26 mmol) in dioxane (13 ml) was treated with 25% hydrochloric acid (13 ml). The resulting mixture was then refluxed, under nitrogen, for 11 h. After cooling to rt, DCM and aq. sat. NaHCO3 were added. The separated aqueous layer was further extracted with DCM. The mixed organic layers were washed with brine, dried over anh. MgSO4, filtered, and concentrated to dryness und... Reactants: Br, Br, CCN(C(C)C)C(C)C, O=C(O)C1CC(F)(F)C1, c1cc2c(ncc3ncc(C4CCCNC4)n32)[nH]1, c1cc2c(ncc3ncc(C4CCCNC4)n32)[nH]1, CN(C)C=O. Product: O=C(C1CC(F)(F)C1)N1CCCC(c2cnc3cnc4[nH]ccc4n23)C1. RXN SMILES: [BrH:1].[BrH:20].[CH:39]([N:40]([CH2:41][CH3:42])[CH:43]([CH3:44])[CH3:45])([CH3:46])[CH3:47].[F:48][C:49]1([F:56])[CH2:50][CH:51]([C:53](=[O:54])[OH:55])[CH2:52]1.[NH:21]1[CH2:22][CH2:23][CH2:24][CH:25]([c:26]2[n:27]3[c:28]4[cH:29][cH:30][nH:31][c:32]4[n:33][cH:34][c:35]3[n:36][cH:37]2)[CH2:38]1.[NH:2]1[CH2:3][CH:4]([c:8]2[cH:9][n:10][c:11]3[n:12]2[c:13]2[c:14]([n:15][cH:16]3)[nH:17][cH:18][cH:19]2)[CH2:5][CH2:6][CH2:7]1.[O:57]=[CH:58][N:59]([CH3:60])[CH3:61]>>[N:2]1([C:53]([CH:51]2[CH2:50][C:49]([F:48])([F:56])[CH2:52]2)=[O:54])[CH2:3][CH:4]([c:8]2[cH:9][n:10][c:11]3[n:12]2[c:13]2[c:14]([n:15][cH:16]3)[nH:17][cH:18][cH:19]2)[CH2:5][CH2:6][CH2:7]1. Reactants: O (Water), BrC1=CC=C2C=CC(=NC2=C1O)C (7-bromo-2-methylquinolin-8-ol), C(=O)([O-])[O-].[Cs+].[Cs+] (Cs2CO3), IC (iodomethane). Solvent: CN1CCCC1=O (NMP). Reaction conditions: time 40 minute. Product: BrC1=CC=C2C=CC(=NC2=C1OC)C (7-bromo-8-methoxy-2-methylquinoline). Isolated yield 98.1%. Reaction SMILES: [Br:1][C:2]1[C:11]([OH:12])=[C:10]2[C:5]([CH:6]=[CH:7][C:8]([CH3:13])=[N:9]2)=[CH:4][CH:3]=1.[C:14]([O-])([O-])=O.[Cs+].[Cs+].IC.O>CN1C(=O)CCC1>[Br:1][C:2]1[C:11]([O:12][CH3:14])=[C:10]2[C:5]([CH:6]=[CH:7][C:8]([CH3:13])=[N:9]2)=[CH:4][CH:3]=1 |f:1.2.3|. Procedure details: To a solution of 7-bromo-2-methylquinolin-8-ol (4.10 g, 14.64 mmol) and Cs2CO3 (11.92 g, 36.59 mmol) in NMP (20 mL) was added iodomethane (1.01 mL, 16.10 mmol) at 0° C. The reaction was warmed to ambient temperature and stirred at ambient temperature for 40 minutes. Water (30 mL) was and added and extracted with DCM (30 mL), dried (sodium sulfate), filtered and concentrated under reduced pressure. The residue was purified by flash chromatography on silica gel (DCM) to give 7-bromo-8-methoxy-2-me...